This data is from the Open Reaction Database (ORD), a public repository of structured organic reaction records. The task is: describe an organic reaction: reactants, conditions, products, and yield Starting materials: CC(C)(C)OC(=O)N(C(=O)OC(C)(C)C)C1CC(n2cnc3c(NC(CO)Cc4ccccc4)nc(Cl)nc32)C(O)C1O, O=C(O)C(F)(F)F, NC1CC(n2cnc3c(NCC(c4ccccc4)c4ccccc4)nc(Cl)nc32)C(O)C1O. Product: NC1CC(n2cnc3c(NC(CO)Cc4ccccc4)nc(Cl)nc32)C(O)C1O. As a reaction SMILES: [Cl:41][c:42]1[n:43][c:44]([NH:73][CH:74]([CH2:75][c:76]2[cH:77][cH:78][cH:79][cH:80][cH:81]2)[CH2:82][OH:83])[c:45]2[n:46][cH:47][n:48]([CH:51]3[CH:52]([OH:72])[CH:53]([OH:71])[CH:54]([N:56]([C:57]([O:58][C:59]([CH3:60])([CH3:61])[CH3:62])=[O:63])[C:64]([O:65][C:66]([CH3:67])([CH3:68])[CH3:69])=[O:70])[CH2:55]3)[c:49]2[n:50]1.[F:1][C:2]([F:3])([F:4])[C:5]([OH:6])=[O:7].[NH2:8][CH:9]1[CH2:10][CH:11]([n:12]2[cH:13][n:14][c:15]3[c:16]2[n:17][c:18]([Cl:19])[n:20][c:21]3[NH:22][CH2:23][CH:24]([c:25]2[cH:26][cH:27][cH:28][cH:29][cH:30]2)[c:31]2[cH:32][cH:33][cH:34][cH:35][cH:36]2)[CH:37]([OH:38])[CH:39]1[OH:40]>>[Cl:41][c:42]1[n:43][c:44]([NH:73][CH:74]([CH2:75][c:76]2[cH:77][cH:78][cH:79][cH:80][cH:81]2)[CH2:82][OH:83])[c:45]2[n:46][cH:47][n:48]([CH:51]3[CH:52]([OH:72])[CH:53]([OH:71])[CH:54]([NH2:56])[CH2:55]3)[c:49]2[n:50]1. Reactants: N1CCC(CC1)=NOC1CCN(CC1)C(=O)OC(C)C (Isopropyl 4-(Piperidin-4-ylideneaminooxy)piperidine-1-carboxylate), FC1=C(C=C(C(=C1)F)F)C(C)=O (1-(2,4,5-trifluoro-phenyl)-ethanone), CCN(C(C)C)C(C)C (DIEA). Run in CS(=O)C (DMSO). Conditions: temperature 130 celsius. Product: C(C)(C)OC(=O)N1CCC(CC1)ON=C1CCN(CC1)C1=C(C=C(C(=C1)F)C(C)=O)F (4-[1-(4-Acetyl-2,5-difluoro-phenyl)-piperidin-4-ylideneaminooxy]-piperidine-1-carboxylic acid isopropyl ester). Isolated yield 62.0%. RXN SMILES: [NH:1]1[CH2:6][CH2:5][C:4](=[N:7][O:8][CH:9]2[CH2:14][CH2:13][N:12]([C:15]([O:17][CH:18]([CH3:20])[CH3:19])=[O:16])[CH2:11][CH2:10]2)[CH2:3][CH2:2]1.[F:21][C:22]1[CH:27]=[C:26](F)[C:25]([F:29])=[CH:24][C:23]=1[C:30](=[O:32])[CH3:31].CCN(C(C)C)C(C)C>CS(C)=O>[CH:18]([O:17][C:15]([N:12]1[CH2:11][CH2:10][CH:9]([O:8][N:7]=[C:4]2[CH2:3][CH2:2][N:1]([C:26]3[CH:27]=[C:22]([F:21])[C:23]([C:30](=[O:32])[CH3:31])=[CH:24][C:25]=3[F:29])[CH2:6][CH2:5]2)[CH2:14][CH2:13]1)=[O:16])([CH3:20])[CH3:19]. Reported procedure: Compound 2d (0.22 g, 0.78 mmol), 1-(2,4,5-trifluoro-phenyl)-ethanone (0.22 mL), DIEA (0.22 mL, 1.33 mmol), and DMSO (2 mL) were combined and heated at 130° C. for 20 h. The mixture was cooled to room temperature and purified by flash chromatography (eluent: 10 to 40% EtOAc+0.1% triethylamine in hexane) to afford 211 mg (62% yield) of 4-[1-(4-acetyl-2,5-difluoro-phenyl)-piperidin-4-ylideneaminooxy]-piperidine-1-carboxylic acid isopropyl ester 50a: LC-MS 438.0 (MH+). Reactants: CC(=O)Nc1c(I)c(C(=O)[O-])c(I)c(N(C)C(C)=O)c1I, COc1ccc(C(=O)OCCl)cc1C, [I-], [K+], [Na+], CN(C)C=O. Yields the product COc1ccc(C(=O)OCOC(=O)c2c(I)c(NC(C)=O)c(I)c(N(C)C(C)=O)c2I)cc1C. As a reaction SMILES: [C:15]([CH3:16])(=[O:17])[NH:18][c:19]1[c:20]([I:35])[c:21]([N:30]([CH3:31])[C:32]([CH3:33])=[O:34])[c:22]([I:29])[c:23]([C:26](=[O:27])[O-:28])[c:24]1[I:25].[CH3:1][O:2][c:3]1[c:4]([CH3:14])[cH:5][c:6]([C:7](=[O:8])[O:9][CH2:10][Cl:11])[cH:12][cH:13]1.[I-:38].[K+:36].[Na+:37].[O:39]=[CH:40][N:41]([CH3:42])[CH3:43]>>[CH3:1][O:2][c:3]1[c:4]([CH3:14])[cH:5][c:6]([C:7](=[O:8])[O:9][CH2:10][O:28][C:26]([c:23]2[c:22]([I:29])[c:21]([N:30]([CH3:31])[C:32]([CH3:33])=[O:34])[c:20]([I:35])[c:19]([NH:18][C:15]([CH3:16])=[O:17])[c:24]2[I:25])=[O:27])[cH:12][cH:13]1. The reactants are O (water), FC1=CC(=CC(=C1)C1=CC=C(C=C1)CCCCC)F (2,6-difluoro-4-(4-pentylphenyl)benzene), C(=O)N1CCCCC1 (formylpiperidine), [Li]CCCC (n-BuLi). Run in C1CCOC1 (THF). Yields the product FC1=C(C=O)C(=CC(=C1)C1=CC=C(C=C1)CCCCC)F (2,6-difluoro-4-(4-pentylphenyl)benzaldehyde). Isolated yield 78.9%. As a reaction SMILES: [F:1][C:2]1[CH:7]=[C:6]([C:8]2[CH:13]=[CH:12][C:11]([CH2:14][CH2:15][CH2:16][CH2:17][CH3:18])=[CH:10][CH:9]=2)[CH:5]=[C:4]([F:19])[CH:3]=1.[Li]CCCC.[CH:25](N1CCCCC1)=[O:26].O>C1COCC1>[F:1][C:2]1[CH:7]=[C:6]([C:8]2[CH:9]=[CH:10][C:11]([CH2:14][CH2:15][CH2:16][CH2:17][CH3:18])=[CH:12][CH:13]=2)[CH:5]=[C:4]([F:19])[C:3]=1[CH:25]=[O:26]. Reported procedure: In a 500-ml three-neck flask equipped with a stirrer, a thermometer and a dropping funnel, 15.0 g (57.6 mmol) of 2,6-difluoro-4-(4-pentylphenyl)benzene was dissolved in 100 ml of THF under nitrogen atmosphere, and 43 ml (69.1 mmol) of n-BuLi (1.6M cyclohexane solution) was added dropwise at −65° C. or lower while stirring, followed by further stirring for one hour. Then, 7.2 g (63.4 mmol) of formylpiperidine was added dropwise thereto at −65° C. or lower, and the solution was further stirred for... Starting materials: solution, CN (methylamine), ClC1=CC=C(C=C1)OC1=CC=C(C=C1)S(=O)(=O)Cl (4-(4-chlorophenyloxy)benzene-sulfonyl chloride). Run in O1CCCC1 (tetrahydrofuran), O1CCCC1 (tetrahydrofuran), C(Cl)Cl (CH2Cl2). Yields the product CNS(=O)(=O)C1=CC=C(C=C1)OC1=CC=C(C=C1)Cl (N-methyl-4-(4-chlorophenoxy)benzene-sulfonamide). Reaction SMILES: [CH3:1][NH2:2].[Cl:3][C:4]1[CH:9]=[CH:8][C:7]([O:10][C:11]2[CH:16]=[CH:15][C:14]([S:17](Cl)(=[O:19])=[O:18])=[CH:13][CH:12]=2)=[CH:6][CH:5]=1>O1CCCC1.C(Cl)Cl>[CH3:1][NH:2][S:17]([C:14]1[CH:15]=[CH:16][C:11]([O:10][C:7]2[CH:8]=[CH:9][C:4]([Cl:3])=[CH:5][CH:6]=2)=[CH:12][CH:13]=1)(=[O:19])=[O:18]. Reported procedure: To 20 ml of a 2 molar solution of methylamine in tetrahydrofuran chilled in an ice bath was added a solution of 5.16 g of 4-(4-chlorophenyloxy)benzene-sulfonyl chloride in 50 ml of tetrahydrofuran and 20 ml of CH2Cl2. The mixture was refluxed for 2 hours and the solvent removed under vacuum and the residue partitioned between CH2Cl2·H2O (1:1). The CH2Cl2 layer was separated and washed with 2 N citric acid, brine and dried (Na2SO4). The solution was filtered through a thin pad of hydrous magnesiu...